The task is: describe an organic reaction: reactants, conditions, products, and yield. This data is from the Open Reaction Database (ORD), a public repository of structured organic reaction records. The reactants are OC1=CC=C(C=C1)C(C1=CC=CC=C1)=O (p-hydroxybenzophenone), C(Cl)(Cl)Cl (chloroform), resultant solution, C(C(=C)C)(=O)N=C=O (methacryloyl isocyanate). The solvent is ClCCCl (1,2-dichloroethane). Yields the product C(C(=C)C)(=O)NC(OC1=CC=C(C=C1)C(C1=CC=CC=C1)=O)=O (p-benzoylphenyl N-methacryloylcarbamate). Isolated yield 100.2%. Reaction SMILES: [OH:1][C:2]1[CH:7]=[CH:6][C:5]([C:8](=[O:15])[C:9]2[CH:14]=[CH:13][CH:12]=[CH:11][CH:10]=2)=[CH:4][CH:3]=1.C(Cl)(Cl)Cl.[C:20]([N:25]=[C:26]=[O:27])(=[O:24])[C:21]([CH3:23])=[CH2:22]>ClCCCl>[C:20]([NH:25][C:26](=[O:27])[O:1][C:2]1[CH:3]=[CH:4][C:5]([C:8](=[O:15])[C:9]2[CH:14]=[CH:13][CH:12]=[CH:11][CH:10]=2)=[CH:6][CH:7]=1)(=[O:24])[C:21]([CH3:23])=[CH2:22]. Procedure details: Into a three-necked flask purged with nitrogen gas, p-hydroxybenzophenone (1.98 g; 10 mmol) was charged, and chloroform (10 ml) was added thereto. To the resultant solution, a solution of methacryloyl isocyanate (1.11 g; 10 mmol) in 1,2-dichloroethane (5 ml) was dropwise added in 5 minutes under nitrogen stream while stirring. Chloroform and 1,2-dichloroethane were removed by evaporation under reduced pressure to give p-benzoylphenyl N-methacryloylcarbamate (3.1 g), which was recrystallized from... The reactants are ClC1=NC(=CC=C1C=O)Cl (2,6-dichloro-3-formylpyridine), NN (hydrazine), resultant solution. The yield is 21.6%. As a reaction SMILES: Cl[C:2]1[C:7]([CH:8]=O)=[CH:6][CH:5]=[C:4]([Cl:10])[N:3]=1.[NH2:11][NH2:12]>C1COCC1>[Cl:10][C:4]1[N:3]=[C:2]2[NH:11][N:12]=[CH:8][C:7]2=[CH:6][CH:5]=1. Run in C1CCOC1 (THF). Procedure details: To a solution of 2,6-dichloro-3-formylpyridine (0.89 mmol, 1 eq.) in 3 ml THF was added hydrazine (1.06 mmol, 1.2 eq.) at rt. The resultant solution was heated at 120° C. in sealed tube for overnight. The solvent was removed in vacuo, and the residue was dry loaded on silica gel column. Purification by silica gel chromatography provide 29.5 mg final product: HPLC retention time=2.17 minutes (Agilent Zorbax SB-C18, 2.1×50 mm, 5μ, 35° C.) using 1 ml/min flow rate, a 2.5 minute gradient of 0% to 10... The product is ClC1=CC=C2C(=N1)NN=C2 (6-chloro-pyrazolo[3,4-b]pyridine). The reactants are C(C)(C)(C)C=1C=C(N(N1)C=1N=CN(C1)CCOC1OCCCC1)N (5-tert-Butyl-2-{1-[2-(tetrahydro-pyran-2-yloxy)-ethyl]-1H-imidazol-4-yl}-2H-pyrazol-3-ylamine), ClC(=O)OCC(Cl)(Cl)Cl (2,2,2-trichloroethyl chloroformate), [OH-].[Na+] (NaOH). Solvent: O (water), CCOC(=O)C (EtOAc). Reaction conditions: time 10 minute. Product: ClC(COC(NC=1N(N=C(C1)C(C)(C)C)C=1N=CN(C1)CCOC1OCCCC1)=O)(Cl)Cl ((5-tert-Butyl-2-{1-[2-(tetrahydro-pyran-2-yloxy)-ethyl]-1H-imidazol-4-yl}-2H-pyrazol-3-yl)-carbamic acid 2,2,2-trichloro-ethyl ester). Yield: 20.9%. As a reaction SMILES: [C:1]([C:5]1[CH:6]=[C:7]([NH2:24])[N:8]([C:10]2[N:11]=[CH:12][N:13]([CH2:15][CH2:16][O:17][CH:18]3[CH2:23][CH2:22][CH2:21][CH2:20][O:19]3)[CH:14]=2)[N:9]=1)([CH3:4])([CH3:3])[CH3:2].[OH-].[Na+].Cl[C:28]([O:30][CH2:31][C:32]([Cl:35])([Cl:34])[Cl:33])=[O:29]>O.CCOC(C)=O>[Cl:33][C:32]([Cl:35])([Cl:34])[CH2:31][O:30][C:28](=[O:29])[NH:24][C:7]1[N:8]([C:10]2[N:11]=[CH:12][N:13]([CH2:15][CH2:16][O:17][CH:18]3[CH2:23][CH2:22][CH2:21][CH2:20][O:19]3)[CH:14]=2)[N:9]=[C:5]([C:1]([CH3:4])([CH3:2])[CH3:3])[CH:6]=1 |f:1.2|. Reported procedure: To a mixture of Intermediate 119b (550 mg) in water (3 mL) and EtOAc (6 mL) was added NaOH (132 mg, 3.30 mmol). After 10 min stirring, 2,2,2-trichloroethyl chloroformate (273 μL, 1.98 mmol) was added and the reaction mixture was stirred at RT for 2 h. The aqueous layer was extracted with EtOAc (×3) and the combined organic layers were washed with brine, dried (MgSO4) and concentrated in vacuo. The resultant residue was purified by FCC on silica, using a gradient of 0-80% EtOAc in cyclohexane, to... Reactants: CN(S(=O)(=O)N1C=NC=C1)C1=CC=CC=C1 (N-methyl-N-phenyl-1H-imidazole-1-sulfonamide), O(S(=O)(=O)C(F)(F)F)C (methyl triflate). Run in C(Cl)Cl (DCM). Reaction conditions: temperature 0 celsius, time 12 hour. Yields the product FC(S(=O)(=O)[O-])(F)F.C[N+]1=CN(C=C1)S(N(C1=CC=CC=C1)C)(=O)=O (3-methyl-1-(N-methyl-N-phenylsulfamoyl)-1H-imidazol-3-ium trifluoromethanesulfonate). RXN SMILES: [CH3:1][N:2]([C:11]1[CH:16]=[CH:15][CH:14]=[CH:13][CH:12]=1)[S:3]([N:6]1[CH:10]=[CH:9][N:8]=[CH:7]1)(=[O:5])=[O:4].[O:17](C)[S:18]([C:21]([F:24])([F:23])[F:22])(=[O:20])=[O:19]>C(Cl)Cl>[F:22][C:21]([F:24])([F:23])[S:18]([O-:20])(=[O:19])=[O:17].[CH3:21][N+:8]1[CH:9]=[CH:10][N:6]([S:3](=[O:4])(=[O:5])[N:2]([CH3:1])[C:11]2[CH:12]=[CH:13][CH:14]=[CH:15][CH:16]=2)[CH:7]=1 |f:3.4|. Procedure details: To a solution of N-methyl-N-phenyl-1H-imidazole-1-sulfonamide (700 mg, 2.95 mmol) in dry DCM (5 mL) was added methyl triflate (725 mg, 4.4 mmol) under nitrogen at 0° C. The mixture was stirred at 0° C. for 3 h and at a temperature below 10° C. for 12 h. After the solvent was removed, the residue was used in next step without further purification. LCMS (ESI): m/z 237.9 [M+H+].